This data is from the Open Reaction Database (ORD), a public repository of structured organic reaction records. The task is: describe an organic reaction: reactants, conditions, products, and yield Starting materials: [OH-].[Na+] (NaOH), O (water), ClC1=NN(C2=CC=CC=C12)C=1C(N(N=CC1N1N=C(C2=CC=CC=C12)Cl)C)=O (4,5-bis(3-chloroindazol-1-yl)-2-methyl-pyridazin-3-one). Run in CO (methanol). Conditions: temperature 80 celsius. Yields the product ClC1=NN(C2=CC=CC=C12)C1C(N(N=CC1=O)C)=O (4-(3-chloroindazol-1-yl)-2-methyl-pyridazine-3,5-dione). RXN SMILES: [OH-:1].[Na+].O.[Cl:4][C:5]1[C:13]2[C:8](=[CH:9][CH:10]=[CH:11][CH:12]=2)[N:7]([C:14]2[C:15](=[O:31])[N:16]([CH3:30])[N:17]=[CH:18][C:19]=2N2C3C(=CC=CC=3)C(Cl)=N2)[N:6]=1>CO>[Cl:4][C:5]1[C:13]2[C:8](=[CH:9][CH:10]=[CH:11][CH:12]=2)[N:7]([CH:14]2[C:19](=[O:1])[CH:18]=[N:17][N:16]([CH3:30])[C:15]2=[O:31])[N:6]=1 |f:0.1|. Procedure: A 1:1 w/w 32% NaOH:water mixture (8 g total) is added to 4,5-bis(3-chloroindazol-1-yl)-2-methyl-pyridazin-3-one (768 mg, 1.87 mmol) in methanol (30 mL) and then the mixture heated at 80° C. for 20 minutes. The mixture is allowed to cool to room temperature then concentrated in vacuo. Dichloromethane (50 mL) and water (50 mL) are added to the residue and the organic layer removed. The aqueous layer is acidified to pH 1 with conc. HCl. then extracted with dichloromethane (40 mL×2). The combined or... Starting materials: Cl (hydrochloric acid), O[C@H]1C[C@H]2C(C([C@H]3[C@@H]4CC[C@H]([C@@H](CCC(=O)O)C)[C@]4(CC[C@@H]3[C@]2(CC1)C)C)=O)=CC (3α-hydroxy-6-ethylidene-7-keto-5β-cholan-24-oic acid), O (water), [OH-].[Na+] (caustic soda). Reagents/catalysts: [Pd] (palladium). The solvent is C(C)(=O)OCCCC (n-butyl acetate). Conditions: temperature 100 celsius, time 3 hour. The product is O[C@H]1C[C@H]2[C@H](C([C@H]3[C@@H]4CC[C@H]([C@@H](CCC(=O)O)C)[C@]4(CC[C@@H]3[C@]2(CC1)C)C)=O)CC (3α-hydroxy-6α-ethyl-7-keto-5β-cholan-24-oic acid). As a reaction SMILES: [OH:1][C@@H:2]1[CH2:25][CH2:24][C@@:23]2([CH3:26])[C@H:4]([C:5](=[CH:29][CH3:30])[C:6](=[O:28])[C@@H:7]3[C@@H:22]2[CH2:21][CH2:20][C@@:19]2([CH3:27])[C@H:8]3[CH2:9][CH2:10][C@@H:11]2[C@H:12]([CH3:18])[CH2:13][CH2:14][C:15]([OH:17])=[O:16])[CH2:3]1.O.[OH-].[Na+].Cl>[Pd].C(OCCCC)(=O)C>[OH:1][C@@H:2]1[CH2:25][CH2:24][C@@:23]2([CH3:26])[C@H:4]([C@@H:5]([CH2:29][CH3:30])[C:6](=[O:28])[C@@H:7]3[C@@H:22]2[CH2:21][CH2:20][C@@:19]2([CH3:27])[C@H:8]3[CH2:9][CH2:10][C@@H:11]2[C@H:12]([CH3:18])[CH2:13][CH2:14][C:15]([OH:17])=[O:16])[CH2:3]1 |f:2.3|. Procedure details: A mixture of purified compound 5 (110 g, 264 mmol), water (1100 mL), caustic soda solution (35.8 mL, 682 mmol) at 50% and palladium catalyst (Pd/C, 11 g) were charged to a hydrogenation reactor. The temperature was adjusted to 25° C. to 35° C. and the reactor was flushed three times with nitrogen (2 bar) and three times with hydrogen (1 bar). These pressure values were given relative to ambient pressure (=0 bar). A hydrogen pressure of 5 bar was applied and the reaction mixture was heated up to ... Reactants: CI, CCO, CC(C)(CCN1CCCCC1)NC(=O)OCc1ccccc1. Yields the product CC(C)(CC[N+]1(C)CCCCC1)NC(=O)OCc1ccccc1, [I-]. As a reaction SMILES: [CH3:1][I:2].[CH3:25][CH2:26][OH:27].[CH3:3][C:4]([CH3:5])([CH2:6][CH2:7][N:8]1[CH2:9][CH2:10][CH2:11][CH2:12][CH2:13]1)[NH:14][C:15]([O:16][CH2:17][c:18]1[cH:19][cH:20][cH:21][cH:22][cH:23]1)=[O:24]>>[CH3:1][N+:8]1([CH2:7][CH2:6][C:4]([CH3:3])([CH3:5])[NH:14][C:15]([O:16][CH2:17][c:18]2[cH:19][cH:20][cH:21][cH:22][cH:23]2)=[O:24])[CH2:9][CH2:10][CH2:11][CH2:12][CH2:13]1.[I-:2]. Starting materials: CC(C)(C)OC(=O)C(CNC(=O)Nc1ccc2ccc(OCCCNC(=O)OCc3ccccc3)cn2c1=O)NS(=O)(=O)c1ccccc1, ClCCl. The product is O=C(NCC(NS(=O)(=O)c1ccccc1)C(=O)O)Nc1ccc2ccc(OCCCNC(=O)OCc3ccccc3)cn2c1=O. As a reaction SMILES: [C:1]([CH3:2])([CH3:3])([CH3:4])[O:5][C:6]([CH:7]([CH2:8][NH:9][C:10](=[O:11])[NH:12][c:13]1[cH:14][cH:15][c:16]2[cH:17][cH:18][c:19]([O:24][CH2:25][CH2:26][CH2:27][NH:28][C:29](=[O:30])[O:31][CH2:32][c:33]3[cH:34][cH:35][cH:36][cH:37][cH:38]3)[cH:20][n:21]2[c:22]1=[O:23])[NH:39][S:40](=[O:41])(=[O:42])[c:43]1[cH:44][cH:45][cH:46][cH:47][cH:48]1)=[O:49].[Cl:50][CH2:51][Cl:52]>>[O:5]=[C:6]([CH:7]([CH2:8][NH:9][C:10](=[O:11])[NH:12][c:13]1[cH:14][cH:15][c:16]2[cH:17][cH:18][c:19]([O:24][CH2:25][CH2:26][CH2:27][NH:28][C:29](=[O:30])[O:31][CH2:32][c:33]3[cH:34][cH:35][cH:36][cH:37][cH:38]3)[cH:20][n:21]2[c:22]1=[O:23])[NH:39][S:40](=[O:41])(=[O:42])[c:43]1[cH:44][cH:45][cH:46][cH:47][cH:48]1)[OH:49].